This data is from the Open Reaction Database (ORD), a public repository of structured organic reaction records. The task is: describe an organic reaction: reactants, conditions, products, and yield Reactants: ice, C(C)(=O)OCC (ethyl acetate), N1N=NN=C1C1=C(C=O)C=CC=C1 (2-(tetrazol-5-yl)-benzaldehyde), C([O-])([O-])=O.[K+].[K+] (potassium carbonate), CI (methyl iodide). The solvent is CN(C)C=O.O1CCOCC1 (DMF dioxane). Product: CN1N=C(N=N1)C1=C(C=O)C=CC=C1 (2-(2-methyl-tetrazol-5-yl)-benzaldehyde). Reaction SMILES: [NH:1]1[C:5]([C:6]2[CH:13]=[CH:12][CH:11]=[CH:10][C:7]=2[CH:8]=[O:9])=[N:4][N:3]=[N:2]1.[C:14](=O)([O-])[O-].[K+].[K+].CI.C(OCC)(=O)C>CN(C=O)C.O1CCOCC1>[CH3:14][N:3]1[N:2]=[N:1][C:5]([C:6]2[CH:13]=[CH:12][CH:11]=[CH:10][C:7]=2[CH:8]=[O:9])=[N:4]1 |f:1.2.3,6.7|. Procedure: With the exclusion of air, 8.0 g (45.9 mmol) of 2-(tetrazol-5-yl)-benzaldehyde are added to 19 g (138 mmol) of potassium carbonate in 100 ml of DMF/dioxane (1:1) in an ice bath. 4.25 ml (68 mmol) of methyl iodide are added dropwise thereto and the reaction mixture is stirred in the ice bath for 1 hour and at RT for 1.5 hours. The mixture is stirred into 1 liter of icewater and 0.6 liter of ethyl acetate and the aqueous phase is separated off and extracted twice more with ethyl acetate. The organ...